Dataset: the Open Reaction Database (ORD), a public repository of structured organic reaction records. Task: describe an organic reaction: reactants, conditions, products, and yield Reactants: C1CCOC1, CO, CCCCCCC(C)Oc1cc([N+](=O)[O-])c(-c2ccc(C(=O)OC)cc2)cc1N(C)C, Cl, [Li+], [OH-], O, O. Yields the product CCCCCCC(C)Oc1cc([N+](=O)[O-])c(-c2ccc(C(=O)O)cc2)cc1N(C)C. RXN SMILES: [CH2:35]1[O:36][CH2:37][CH2:38][CH2:39]1.[CH3:41][OH:42].[CH3:4][O:5][C:6](=[O:7])[c:8]1[cH:9][cH:10][c:11](-[c:14]2[c:15]([N+:32](=[O:33])[O-:34])[cH:16][c:17]([O:23][CH:24]([CH2:25][CH2:26][CH2:27][CH2:28][CH2:29][CH3:30])[CH3:31])[c:18]([N:20]([CH3:21])[CH3:22])[cH:19]2)[cH:12][cH:13]1.[ClH:40].[Li+:3].[OH-:2].[OH2:1].[OH2:43]>>[O:5]=[C:6]([OH:7])[c:8]1[cH:9][cH:10][c:11](-[c:14]2[c:15]([N+:32](=[O:33])[O-:34])[cH:16][c:17]([O:23][CH:24]([CH2:25][CH2:26][CH2:27][CH2:28][CH2:29][CH3:30])[CH3:31])[c:18]([N:20]([CH3:21])[CH3:22])[cH:19]2)[cH:12][cH:13]1. Starting materials: [Ag+], CCOC(C)=O, Clc1ccc(Cl)nn1, O=[N+]([O-])[O-], N, CCC(C(=O)O)N1C(=O)c2ccccc2C1=O, O, O=C(O)C(F)(F)F. Product: CCC(c1cc(Cl)nnc1Cl)N1C(=O)c2ccccc2C1=O. RXN SMILES: [Ag+:39].[CH3:40][CH2:41][O:42][C:43](=[O:44])[CH3:45].[Cl:1][c:2]1[n:3][n:4][c:5]([Cl:8])[cH:6][cH:7]1.[N+:35]([O-:36])([O-:37])=[O:38].[NH3:33].[O:9]=[C:10]1[N:11]([CH:20]([C:21]([OH:22])=[O:23])[CH2:24][CH3:25])[C:12](=[O:19])[c:13]2[cH:14][cH:15][cH:16][cH:17][c:18]21.[OH2:34].[OH:26][C:27]([C:28]([F:29])([F:30])[F:31])=[O:32]>>[Cl:1][c:2]1[n:3][n:4][c:5]([Cl:8])[cH:6][c:7]1[CH:20]([N:11]1[C:10](=[O:9])[c:18]2[c:13]([cH:14][cH:15][cH:16][cH:17]2)[C:12]1=[O:19])[CH2:24][CH3:25]. Starting materials: COC1=CC(=C(C(=O)OC)C=C1OC)[N+](=O)[O-] (methyl 4,5-dimethoxy-2-nitro-benzoate), [OH-].[K+] (potassium hydroxide). Run in O (water). Reaction conditions: temperature 95 celsius, time 1 hour. Yields the product OC=1C(=CC(=C(C(=O)OC)C1)[N+](=O)[O-])OC (Methyl 5-hydroxy-4-methoxy-2-nitro-benzoate). The yield is 77.3%. RXN SMILES: [CH3:1][O:2][C:3]1[C:12]([O:13]C)=[CH:11][C:6]([C:7]([O:9][CH3:10])=[O:8])=[C:5]([N+:15]([O-:17])=[O:16])[CH:4]=1.[OH-].[K+]>O>[OH:13][C:12]1[C:3]([O:2][CH3:1])=[CH:4][C:5]([N+:15]([O-:17])=[O:16])=[C:6]([CH:11]=1)[C:7]([O:9][CH3:10])=[O:8] |f:1.2|. Procedure details: A mixture of 500 g methyl 4,5-dimethoxy-2-nitro-benzoate and 625 g potassium hydroxide in 2300 ml of water is heated to 95° C. for 18.5 h. After cooling, the mixture is filtered clear and the filtrate is diluted with 3 l water. The solution is combined with 950 ml acetic acid and after 1 h the precipitate is filtered off. The precipitate is suspended in 3250 ml ethyl acetate and then 100 ml of water and 200 ml 12N hydrochloric acid are added. After 1.5 h the phases are separated and the aqueous ... Reactants: ClC1=CC=C(C(C(=O)O)=C1)O (5-Chlorosalicylic acid), S(O)(O)(=O)=O (sulfuric acid), CO (methanol). Product: ClC1=CC=C(C(C(=O)OC)=C1)O (methyl 5-chlorosalicylate). Reaction SMILES: [Cl:1][C:2]1[CH:10]=[C:6]([C:7]([OH:9])=[O:8])[C:5]([OH:11])=[CH:4][CH:3]=1.S(=O)(=O)(O)O.[CH3:17]O>>[Cl:1][C:2]1[CH:10]=[C:6]([C:7]([O:9][CH3:17])=[O:8])[C:5]([OH:11])=[CH:4][CH:3]=1. Procedure details: 5-Chlorosalicylic acid was treated with one equivalent of 18M sulfuric acid in refluxing methanol for 20 h to give methyl 5-chlorosalicylate. After recrystallization from isopropyl ether the salicylate was treated with the sodium salt of N-chloro-p-toluylsulfonamide in dimethylformamide in the presence of an excess of sodium iodide to give methyl 5-chloro-3-iodosalicylate. Treatment with 2-bromoethanol in refluxing acetone in the presence of an excess of potassium carbonate for 10 h gave methyl ... Starting materials: C(C1=CC=CC=C1)NC1=C(C=NC=2N1N=CC2C(=O)O)C(=O)N2CC(C(CC2)C2=CC=CC=C2)C (7-Benzylamino-6-(3-methyl-4-phenylpiperidine-1-carbonyl)pyrazolo[1,5-a]pyrimidine-3-carboxylic acid), CS(=O)(=O)N (methanesulfonamide). Yields the product C(C1=CC=CC=C1)NC1=C(C=NC=2N1N=CC2C(=O)NS(=O)(=O)C)C(=O)N2CC(C(CC2)C2=CC=CC=C2)C (N-[7-Benzylamino-6-(3-methyl-4-phenylpiperidine-1-carbonyl)pyrazolo[1,5-a]pyrimidine-3-carbonyl]methanesulfonamide). The yield is 17.3%. RXN SMILES: [CH2:1]([NH:8][C:9]1[N:14]2[N:15]=[CH:16][C:17]([C:18](O)=[O:19])=[C:13]2[N:12]=[CH:11][C:10]=1[C:21]([N:23]1[CH2:28][CH2:27][CH:26]([C:29]2[CH:34]=[CH:33][CH:32]=[CH:31][CH:30]=2)[CH:25]([CH3:35])[CH2:24]1)=[O:22])[C:2]1[CH:7]=[CH:6][CH:5]=[CH:4][CH:3]=1.[CH3:36][S:37]([NH2:40])(=[O:39])=[O:38]>>[CH2:1]([NH:8][C:9]1[N:14]2[N:15]=[CH:16][C:17]([C:18]([NH:40][S:37]([CH3:36])(=[O:39])=[O:38])=[O:19])=[C:13]2[N:12]=[CH:11][C:10]=1[C:21]([N:23]1[CH2:28][CH2:27][CH:26]([C:29]2[CH:34]=[CH:33][CH:32]=[CH:31][CH:30]=2)[CH:25]([CH3:35])[CH2:24]1)=[O:22])[C:2]1[CH:3]=[CH:4][CH:5]=[CH:6][CH:7]=1. Reported procedure: In the same manner as in Example 1, step 6 and using 7-benzylamino-6-(3-methyl-4-phenylpiperidine-1-carbonyl)pyrazolo[1,5-a]pyrimidine-3-carboxylic acid (0.209 g, 0.445 mmol) obtained in step 6 and methanesulfonamide (0.211 g, 2.23 mmol), the title compound (0.042 g, 17%) was obtained.